describe an organic reaction: reactants, conditions, products, and yield From a dataset of the Open Reaction Database (ORD), a public repository of structured organic reaction records. Reactants: CCN(C(C)C)C(C)C, CCOC(=O)C1CCCNC1, CN(C)C=O, Cc1ccc(S(=O)(=O)OCCC2COc3ccccc3C2)cc1. The product is CCOC(=O)C1CCCN(CCC2COc3ccccc3C2)C1. Reaction SMILES: [CH2:12]([N:13]([CH:14]([CH3:15])[CH3:16])[CH:17]([CH3:18])[CH3:19])[CH3:20].[CH2:1]([CH3:2])[O:3][C:4](=[O:5])[CH:6]1[CH2:7][NH:8][CH2:9][CH2:10][CH2:11]1.[CH3:44][N:45]([CH3:46])[CH:47]=[O:48].[c:21]1([CH3:22])[cH:23][cH:24][c:25]([S:26]([O:27][CH2:31][CH2:32][CH:33]2[CH2:34][O:35][c:36]3[cH:37][cH:38][cH:39][cH:40][c:41]3[CH2:42]2)(=[O:28])=[O:29])[cH:30][cH:43]1>>[CH2:1]([CH3:2])[O:3][C:4](=[O:5])[CH:6]1[CH2:7][N:8]([CH2:31][CH2:32][CH:33]2[CH2:34][O:35][c:36]3[cH:37][cH:38][cH:39][cH:40][c:41]3[CH2:42]2)[CH2:9][CH2:10][CH2:11]1. Reactants: C(#N)C1=CC=C(N)C=C1 (4-cyanoaniline), Cl (hydrochloric acid), C(=S)(Cl)Cl (thiophosgene). The solvent is O (water). Conditions: time 2 hour. Yields the product C(#N)C1=CC=C(C=C1)N=C=S (4-cyanophenyl isothiocyanate). Yield: 88.1%. RXN SMILES: [C:1]([C:3]1[CH:9]=[CH:8][C:6]([NH2:7])=[CH:5][CH:4]=1)#[N:2].Cl.[C:11](Cl)(Cl)=[S:12]>O>[C:1]([C:3]1[CH:9]=[CH:8][C:6]([N:7]=[C:11]=[S:12])=[CH:5][CH:4]=1)#[N:2]. Reported procedure: A solution of 6 g (0.051 mol) of 4-cyanoaniline in 50 cm3 of N hydrochloric acid is poured drop by drop into a suspension of 6.5 g (0.056 mol) of thiophosgene in 100 cm3 of water. The reaction medium is vigorously stirred for two hours at room temperature. The precipitate formed is filtered, washed with three fractions of 10 cm3 of water, then dried in vacuo in the presence of phosphorus pentoxide. The substance is recrystallized from a mixture of hexane and carbon tetrachloride. 7.2 g of 4-cyan... The reactants are Cl.NCCNC(C1=CC=C(C=C1)N1C=NC=C1)=O (N-(2-aminoethyl)-4-(1H-imidazol-1-yl)benzamide hydrochloride), hydroxide anion. The solvent is O (H2O). Product: NCCNC(C1=CC=C(C=C1)N1C=NC=C1)=O (N-(2-Aminoethyl)-4-(1H-imidazol-1-yl)benzamide). RXN SMILES: Cl.[NH2:2][CH2:3][CH2:4][NH:5][C:6](=[O:18])[C:7]1[CH:12]=[CH:11][C:10]([N:13]2[CH:17]=[CH:16][N:15]=[CH:14]2)=[CH:9][CH:8]=1>O>[NH2:2][CH2:3][CH2:4][NH:5][C:6](=[O:18])[C:7]1[CH:12]=[CH:11][C:10]([N:13]2[CH:17]=[CH:16][N:15]=[CH:14]2)=[CH:9][CH:8]=1 |f:0.1|. Procedure: Dissolve N-(2-aminoethyl)-4-(1H-imidazol-1-yl)benzamide hydrochloride in 50mL H2O and pour onto a column of hydroxide anion exchange resin. Flush the column with H2O and collect fractions with pH>8. Combine the basic fractions and remove the solvents in vacuo to obtain the free base. Reactants: CCOC(=O)c1ccc2c(c1)C(=C1CCN(C)CC1)c1ccccc1C=C2, CO, [K+], [OH-]. The product is CN1CCC(=C2c3ccccc3C=Cc3ccc(C(=O)O)cc32)CC1. RXN SMILES: [CH3:1][N:2]1[CH2:3][CH2:4][C:5](=[C:8]2[c:9]3[c:10]([cH:24][cH:25][cH:26][cH:27]3)[CH:11]=[CH:12][c:13]3[c:14]2[cH:15][c:16]([C:19](=[O:20])[O:21][CH2:22][CH3:23])[cH:17][cH:18]3)[CH2:6][CH2:7]1.[CH3:30][OH:31].[K+:29].[OH-:28]>>[CH3:1][N:2]1[CH2:3][CH2:4][C:5](=[C:8]2[c:9]3[c:10]([cH:24][cH:25][cH:26][cH:27]3)[CH:11]=[CH:12][c:13]3[c:14]2[cH:15][c:16]([C:19](=[O:20])[OH:21])[cH:17][cH:18]3)[CH2:6][CH2:7]1.